From a dataset of the Open Reaction Database (ORD), a public repository of structured organic reaction records. describe an organic reaction: reactants, conditions, products, and yield The reactants are C=CCBr, CCCCCC, CCC(C)=O, CC=COC=CC, O=C(c1ccccc1F)c1ccc(O)c(Cl)c1Cl, [K+], [K+], O=C([O-])[O-], c1ccc(Oc2ccccc2)cc1. Product: CC=Cc1cc(C(=O)c2ccccc2F)c(Cl)c(Cl)c1O. RXN SMILES: [CH2:25]([CH:26]=[CH2:27])[Br:28].[CH3:49][CH2:50][CH2:51][CH2:52][CH2:53][CH3:54].[CH3:55][C:56](=[O:57])[CH2:58][CH3:59].[CH:29]([O:30][CH:31]=[CH:32][CH3:33])=[CH:34][CH3:35].[Cl:1][c:2]1[c:3]([OH:18])[cH:4][cH:5][c:6]([C:9]([c:10]2[c:11]([F:16])[cH:12][cH:13][cH:14][cH:15]2)=[O:17])[c:7]1[Cl:8].[K+:19].[K+:20].[O-:21][C:22]([O-:23])=[O:24].[O:36]([c:37]1[cH:38][cH:39][cH:40][cH:41][cH:42]1)[c:43]1[cH:44][cH:45][cH:46][cH:47][cH:48]1>>[Cl:1][c:2]1[c:3]([OH:18])[c:4]([CH:25]=[CH:26][CH3:27])[cH:5][c:6]([C:9]([c:10]2[c:11]([F:16])[cH:12][cH:13][cH:14][cH:15]2)=[O:17])[c:7]1[Cl:8]. The product is NC1CCCC(Nc2cc(I)cc(Cl)n2)C1. Reaction SMILES: [CH3:18][CH2:19][O:20][C:21]([CH3:22])=[O:23].[CH:10]1([NH2:17])[CH2:11][CH:12]([NH2:16])[CH2:13][CH2:14][CH2:15]1.[Cl:1][c:2]1[n:3][c:4]([Cl:9])[cH:5][c:6]([I:8])[cH:7]1>>[c:2]1([NH:16][CH:12]2[CH2:11][CH:10]([NH2:17])[CH2:15][CH2:14][CH2:13]2)[n:3][c:4]([Cl:9])[cH:5][c:6]([I:8])[cH:7]1. The reactants are CCOC(C)=O, NC1CCCC(N)C1, Clc1cc(I)cc(Cl)n1.